This data is from the Open Reaction Database (ORD), a public repository of structured organic reaction records. The task is: describe an organic reaction: reactants, conditions, products, and yield Starting materials: C(C)N1CCOCC1 (N-ethylmorpholine), N (ammonia), N([C@H](CSCC1=CC=C(C)C=C1)C(=O)O)C(=O)OC(C)(C)C (BOC-D-Cys(MBzl)-OH), C(C(C)C)OC(=O)Cl (chloroformic acid isobutyl ester). The solvent is O1CCCC1 (tetrahydrofuran), C(C)(=O)OCC (ethyl acetate). Reaction conditions: time 10 minute. Yields the product N([C@H](CSCC1=CC=C(C)C=C1)C(=O)N)C(=O)OC(C)(C)C (BOC-D-Cys(MBzl)-NH2). Reaction SMILES: [NH:1]([C:16]([O:18][C:19]([CH3:22])([CH3:21])[CH3:20])=[O:17])[C@@H:2]([C:13](O)=[O:14])[CH2:3][S:4][CH2:5][C:6]1[CH:12]=[CH:11][C:9]([CH3:10])=[CH:8][CH:7]=1.C([N:25]1CCOCC1)C.C(OC(Cl)=O)C(C)C.N>O1CCCC1.C(OCC)(=O)C>[NH:1]([C:16]([O:18][C:19]([CH3:22])([CH3:21])[CH3:20])=[O:17])[C@@H:2]([C:13]([NH2:25])=[O:14])[CH2:3][S:4][CH2:5][C:6]1[CH:12]=[CH:11][C:9]([CH3:10])=[CH:8][CH:7]=1. Procedure: 5 g of BOC-D-Cys(MBzl)-OH are dissolved in 60 cc of dry tetrahydrofuran, the solution is cooled to -15°, 1.85 cc of N-ethylmorpholine are added, and then 1.92 cc of chloroformic acid isobutyl ester are added, and the mixture is stirred for 10 minutes. Dry ammonia gas is subsequently passed through the solution at -15° while stirring, stirring is continued for 2 hours, whereby the temperature rises to room temperature. The reaction mixture is diluted with approximately 800 cc of ethyl acetate, is... The reactants are CC#N, Cc1ccccc1, COC(=O)c1ccccc1OC, [H-], [Na+], O. Yields the product COc1ccccc1C(=O)CC#N. Reaction SMILES: [CH3:15][C:16]#[N:17].[CH3:19][c:20]1[cH:21][cH:22][cH:23][cH:24][cH:25]1.[CH3:3][O:4][C:5]([c:6]1[c:7]([O:12][CH3:13])[cH:8][cH:9][cH:10][cH:11]1)=[O:14].[H-:1].[Na+:2].[OH2:18]>>[C:5]([c:6]1[c:7]([O:12][CH3:13])[cH:8][cH:9][cH:10][cH:11]1)(=[O:14])[CH2:15][C:16]#[N:17]. Starting materials: NC1=C(N(C=C1C)C)C(=O)OCC (Ethyl 3-amino-1,4-dimethyl-1H-pyrrole-2-carboxylate), NC1=C(N(C=C1C)C)C(=O)OCC (ethyl 3-amino-1,4-dimethyl-1H-pyrrole-2-carboxylate), [H-].[Na+] (sodium hydride), FC1=C(C=CC=C1)[N+](=O)[O-] (2-fluoronitrobenzene). Run at temperature 0 celsius, time 3 hour. The product is CN1C(=C(C(=C1)C)NC1=C(C=CC=C1)[N+](=O)[O-])C(=O)OCC (Ethyl 1,4-dimethyl-3-(2-nitrophenyl)amino-1H-pyrrole-2-carboxylate). The yield is 87.0%. RXN SMILES: [H-].[Na+].F[C:4]1[CH:9]=[CH:8][CH:7]=[CH:6][C:5]=1[N+:10]([O-:12])=[O:11].[NH2:13][C:14]1[C:18]([CH3:19])=[CH:17][N:16]([CH3:20])[C:15]=1[C:21]([O:23][CH2:24][CH3:25])=[O:22]>>[CH3:20][N:16]1[CH:17]=[C:18]([CH3:19])[C:14]([NH:13][C:4]2[CH:9]=[CH:8][CH:7]=[CH:6][C:5]=2[N+:10]([O-:12])=[O:11])=[C:15]1[C:21]([O:23][CH2:24][CH3:25])=[O:22] |f:0.1|. Reported procedure: The solution of ethyl 3-amino-1,4-dimethyl-1H-pyrrole-2-carboxylate in dimethyl formamide obtained in Example 19 is cooled to 0° C.; 3.0 g of 80% sodium hydride and 14.1 g of 2-fluoronitrobenzene are added thereto with stirring. After removing the ice-bath, the temperature rises to 40° C. and, simultaneously, an evolution of gas can be observed; this evolution subsides after 3 hours. The mixture is stirred overnight, cooled to 0° C.; 100 g of ice and 100 ml of water are then added. The precipita... The reactants are CCCN, CC(C)O, COc1ccc([N+](=O)[O-])c(Cl)n1, O. Product: CCCNc1nc(OC)ccc1[N+](=O)[O-]. Reaction SMILES: [CH2:17]([CH2:18][CH3:19])[NH2:20].[CH:13]([OH:14])([CH3:15])[CH3:16].[Cl:1][c:2]1[n:3][c:4]([O:11][CH3:12])[cH:5][cH:6][c:7]1[N+:8](=[O:9])[O-:10].[OH2:21]>>[c:2]1([NH:20][CH2:17][CH2:18][CH3:19])[n:3][c:4]([O:11][CH3:12])[cH:5][cH:6][c:7]1[N+:8](=[O:9])[O-:10].